This data is from the Open Reaction Database (ORD), a public repository of structured organic reaction records. The task is: describe an organic reaction: reactants, conditions, products, and yield The reactants are CC(C)(C)OC(=O)Nc1cc(OCC(F)(F)F)c(C(F)(F)F)cc1NC(=O)CC(=O)c1cccc(-c2ccc(C3CC3)nc2)c1, ClCCl, O=C(O)C(F)(F)F. Yields the product O=C1CC(c2cccc(-c3ccc(C4CC4)nc3)c2)=Nc2cc(OCC(F)(F)F)c(C(F)(F)F)cc2N1. Reaction SMILES: [C:1]([O:2][C:3](=[O:4])[NH:7][c:8]1[c:9]([NH:24][C:25]([CH2:26][C:27](=[O:5])[c:29]2[cH:30][c:31](-[c:35]3[cH:36][n:37][c:38]([CH:41]4[CH2:42][CH2:43]4)[cH:39][cH:40]3)[cH:32][cH:33][cH:34]2)=[O:44])[cH:10][c:11]([C:20]([F:21])([F:22])[F:23])[c:12]([O:14][CH2:15][C:16]([F:17])([F:18])[F:19])[cH:13]1)([CH3:6])([CH3:28])[CH3:45].[Cl:53][CH2:54][Cl:55].[F:46][C:47]([F:48])([F:49])[C:50]([OH:51])=[O:52]>>[N:7]1=[C:27]([c:29]2[cH:30][c:31](-[c:35]3[cH:36][n:37][c:38]([CH:41]4[CH2:42][CH2:43]4)[cH:39][cH:40]3)[cH:32][cH:33][cH:34]2)[CH2:26][C:25](=[O:44])[NH:24][c:9]2[c:8]1[cH:13][c:12]([O:14][CH2:15][C:16]([F:17])([F:18])[F:19])[c:11]([C:20]([F:21])([F:22])[F:23])[cH:10]2.